Task: describe an organic reaction: reactants, conditions, products, and yield. Dataset: the Open Reaction Database (ORD), a public repository of structured organic reaction records Reactants: BrC1=C(C=CC(=C1)OC)C(\C=C\C1=CC=CC=C1)=O ((E)-1-(2-Bromo-4-methoxyphenyl)-3-phenyl-2-propen-1-one), C1=CC=C(C=C1)P(C2=CC=CC=C2)C3=CC=CC=C3 (PPh3), C(=O)([O-])[O-].[K+].[K+] (K2CO3). The reagents and catalysts are Cl[Pd]Cl (PdCl2). Solvent: CCOC(=O)C (EtOAc), CN(C)C=O (DMF). Conditions: temperature 110 celsius. The product is COC=1C=C2C(=CC(C2=CC1)=O)C1=CC=CC=C1 (5-Methoxy-3-phenyl-1H-inden-1-one). Yield: 62.7%. As a reaction SMILES: Br[C:2]1[CH:7]=[C:6]([O:8][CH3:9])[CH:5]=[CH:4][C:3]=1[C:10](=[O:19])/[CH:11]=[CH:12]/[C:13]1[CH:18]=[CH:17][CH:16]=[CH:15][CH:14]=1.C1C=CC(P(C2C=CC=CC=2)C2C=CC=CC=2)=CC=1.C([O-])([O-])=O.[K+].[K+]>CN(C=O)C.CCOC(C)=O.Cl[Pd]Cl>[CH3:9][O:8][C:6]1[CH:7]=[C:2]2[C:3](=[CH:4][CH:5]=1)[C:10](=[O:19])[CH:11]=[C:12]2[C:13]1[CH:18]=[CH:17][CH:16]=[CH:15][CH:14]=1 |f:2.3.4|. Procedure details: To a solution of (E)-1-(2-bromo-4-methoxyphenyl)-3-phenyl-2-propen-1-one (6.0 g, 18.91 mmol) obtained in Step 2 in DMF (15 mL) was added PPh3 (1.46 g, 5.68 mmol, 0.3 eq), K2CO3 (5.23 g, 37.83 mmol, 2 eq), and PdCl2 (335 mg, 1.89 mmol, 0.1 eq). The reaction vial was heated to 110° C. for 3 h. After cooling to room temperature, the reaction mixture was diluted with EtOAc and filtered through a Celite pad. The solution was washed with H2O and brine, dried over MgSO4, and concentrated in vacuo. The ... The reactants are S(=O)(=O)(C1=CC=C(C)C=C1)N(CC(N(C)C)=O)C1=C(C(=O)C2=C(C=CC=C2)Cl)C=C(C=C1)Cl (2-[N-(Tosyl)-N-(dimethylcarbamoylmethyl)amino]-5,2'-dichlorobenzophenone), C1CCC2=NCCCN2CC1 (DBU). Run in C(Cl)Cl (DCM). Product: CN(C(=O)C1N(C2=CC=C(C=C2C1(O)C1=C(C=CC=C1)Cl)Cl)S(=O)(=O)C1=CC=C(C)C=C1)C (N,N-Dimethyl-5-chloro-3-(2-chlorophenyl)-3-hydroxy-1-tosylindoline-2-carboxamide). Yield: 12.7%. As a reaction SMILES: [S:1]([N:11]([C:18]1[CH:32]=[CH:31][C:30]([Cl:33])=[CH:29][C:19]=1[C:20]([C:22]1[CH:27]=[CH:26][CH:25]=[CH:24][C:23]=1[Cl:28])=[O:21])[CH2:12][C:13](=[O:17])[N:14]([CH3:16])[CH3:15])([C:4]1[CH:10]=[CH:9][C:7]([CH3:8])=[CH:6][CH:5]=1)(=[O:3])=[O:2].C1CCN2C(=NCCC2)CC1>C(Cl)Cl>[CH3:16][N:14]([CH3:15])[C:13]([CH:12]1[C:20]([C:22]2[CH:27]=[CH:26][CH:25]=[CH:24][C:23]=2[Cl:28])([OH:21])[C:19]2[C:18](=[CH:32][CH:31]=[C:30]([Cl:33])[CH:29]=2)[N:11]1[S:1]([C:4]1[CH:10]=[CH:9][C:7]([CH3:8])=[CH:6][CH:5]=1)(=[O:3])=[O:2])=[O:17]. Reported procedure: 1.5 g of the compound prepared in step B are refluxed in DCM for 24 hours in the presence of 900 mg of DBU. The mixture is chromatographed on a silica column using a DCM/AcOEt mixture (95/5, v/v) as the eluent. 190 mg of the expected product are obtained after recrystallization from isopropyl ether. The reactants are CN(CCCN=C=NCC)C (1-(3-dimethylaminopropyl)-3-ethylcarbodiimide), ON1N=NC2=C1C=CC=C2 (1-hydroxybenzotriazole), C1(=CC=CC=C1)CCN ((2-phenylethyl)amine), C([O-])(O)=O.[Na+] (sodium bicarbonate), FC1(CCC(CC1)C(=O)O)F (4,4-difluorocyclohexanecarboxylic acid). Run in C(Cl)Cl (methylene chloride). Conditions: time 18 hour. The product is FC1(CCC(CC1)C(=O)NCCC1=CC=CC=C1)F (4,4-difluoro-N-(2-phenylethyl)cyclohexanecarboxamide). Reaction SMILES: [F:1][C:2]1([F:11])[CH2:7][CH2:6][CH:5]([C:8]([OH:10])=O)[CH2:4][CH2:3]1.CN(C)CCCN=C=NCC.ON1C2C=CC=CC=2N=N1.[C:33]1([CH2:39][CH2:40][NH2:41])[CH:38]=[CH:37][CH:36]=[CH:35][CH:34]=1.C(=O)(O)[O-].[Na+]>C(Cl)Cl>[F:11][C:2]1([F:1])[CH2:3][CH2:4][CH:5]([C:8]([NH:41][CH2:40][CH2:39][C:33]2[CH:38]=[CH:37][CH:36]=[CH:35][CH:34]=2)=[O:10])[CH2:6][CH2:7]1 |f:4.5|. Reported procedure: 4,4-difluorocyclohexanecarboxylic acid (1.48 g) was dissolved in methylene chloride (20 mL), and 1-(3-dimethylaminopropyl)-3-ethylcarbodiimide (1.68 g), 1-hydroxybenzotriazole (1.21 g), and (2-phenylethyl)amine (1.2 mL) were sequentially added thereto, followed by stirring at room temperature for 18 hours. Then, saturated aqueous sodium bicarbonate was added to the reaction liquid which was then extracted with chloroform. The extract was washed with water and further saturated brine, and then dr... The reactants are CCOC(=O)C(F)(F)Br, CCOC(=O)CCN(Cc1ccccc1)Cn1nnc2ccccc21, C1CCOC1, [Na+], O=C([O-])O, [Zn]. Product: CCOC(=O)CCN(Cc1ccccc1)CC(F)(F)C(=O)OCC. RXN SMILES: [Br:1][C:2]([C:3](=[O:4])[O:5][CH2:6][CH3:7])([F:8])[F:9].[CH2:10]([CH3:11])[O:12][C:13]([CH2:14][CH2:15][N:16]([CH2:17][c:18]1[cH:19][cH:20][cH:21][cH:22][cH:23]1)[CH2:24][n:25]1[c:26]2[cH:27][cH:28][cH:29][cH:30][c:31]2[n:32][n:33]1)=[O:34].[CH2:40]1[O:41][CH2:42][CH2:43][CH2:44]1.[Na+:39].[O-:35][C:36]([OH:37])=[O:38].[Zn:45]>>[C:2]([C:3](=[O:4])[O:5][CH2:6][CH3:7])([F:8])([F:9])[CH2:24][N:16]([CH2:15][CH2:14][C:13]([O:12][CH2:10][CH3:11])=[O:34])[CH2:17][c:18]1[cH:19][cH:20][cH:21][cH:22][cH:23]1. Reactants: COC(=O)C=Cc1cc(-c2ccc(C)cc2)cs1, [Na+], C1CCOC1, [OH-]. The product is Cc1ccc(-c2csc(C=CC(=O)O)c2)cc1. RXN SMILES: [CH3:1][c:2]1[cH:3][cH:4][c:5](-[c:8]2[cH:9][c:10]([CH:13]=[CH:14][C:15](=[O:16])[O:17][CH3:18])[s:11][cH:12]2)[cH:6][cH:7]1.[Na+:20].[O:21]1[CH2:22][CH2:23][CH2:24][CH2:25]1.[OH-:19]>>[CH3:1][c:2]1[cH:3][cH:4][c:5](-[c:8]2[cH:9][c:10]([CH:13]=[CH:14][C:15](=[O:16])[OH:17])[s:11][cH:12]2)[cH:6][cH:7]1.